The task is: describe an organic reaction: reactants, conditions, products, and yield. This data is from the Open Reaction Database (ORD), a public repository of structured organic reaction records. The reactants are C(#N)SC1=CC(=C(N)C=C1)F (4-(cyanosulfanyl)-2-fluoroaniline), C(C)OC=C(C(=O)OCC)C(=O)OCC (diethyl ethoxymethylenemalonate). Solvent: C1CCCCC1 (cyclohexane), C1(=CC=CC=C1)C (toluene). Conditions: temperature 130 celsius. The product is C(#N)SC=1C=C2C(=C(C=NC2=C(C1)F)C(=O)OCC)O (Ethyl 6-(cyanosulfanyl)-8-fluoro-4-hydroxy-3-quinolinecarboxylate). Yield: 25.6%. RXN SMILES: [C:1]([S:3][C:4]1[CH:10]=[CH:9][C:7]([NH2:8])=[C:6]([F:11])[CH:5]=1)#[N:2].C([O:14][CH:15]=[C:16]([C:22](OCC)=O)[C:17]([O:19][CH2:20][CH3:21])=[O:18])C>C1CCCCC1.C1(C)C=CC=CC=1>[C:1]([S:3][C:4]1[CH:10]=[C:9]2[C:7](=[C:6]([F:11])[CH:5]=1)[N:8]=[CH:22][C:16]([C:17]([O:19][CH2:20][CH3:21])=[O:18])=[C:15]2[OH:14])#[N:2]. Procedure details: A mixture of 48 g of 4-(cyanosulfanyl)-2-fluoroaniline and 57.7 g of diethyl ethoxymethylenemalonate is stirred at 130° C. After 1.5 h the mixture is diluted with 200 mL of a 1:1 mixture of cyclohexane and toluene. The mixture is cooled to 0° C. and the precipitate collected by filtration. It is washed with two 75 mL portions of a 1:1 mixture of cyclohexane and toluene, dried in a stream of air, and then it dissolved in 400 mL of diphenyl ether. The mixture is refluxed for 1 h and then cooled to... Product: S(=O)(=O)(O)O.N(C1=CC=CC=C1)C1=NC(=CC(=N1)C)C#CC (2-anilino-4-methyl-6-(1-propynyl)pyrimidine sulfate). The solvent is C(C)O (ethanol). Conditions: time 1 hour. Procedure: 2-Anilino-4-methyl-6-(1-propynyl)pyrimidine (2.2 g) was dissolved in 100 ml of ethanol, and 2 ml of concentrated sulfuric acid was added thereto and stirred for 1 hour at room temperature. The crystals deposited were filtered, and dried to afford 2.4 g of 2-anilino-4-methyl-6-(1-propynyl)pyrimidine sulfate (yield 75%). Melting point: 192°-195° C. As a reaction SMILES: [NH:1]([C:8]1[N:13]=[C:12]([CH3:14])[CH:11]=[C:10]([C:15]#[C:16][CH3:17])[N:9]=1)[C:2]1[CH:7]=[CH:6][CH:5]=[CH:4][CH:3]=1.[S:18](=[O:22])(=[O:21])([OH:20])[OH:19]>C(O)C>[S:18]([OH:22])([OH:21])(=[O:20])=[O:19].[NH:1]([C:8]1[N:13]=[C:12]([CH3:14])[CH:11]=[C:10]([C:15]#[C:16][CH3:17])[N:9]=1)[C:2]1[CH:3]=[CH:4][CH:5]=[CH:6][CH:7]=1 |f:3.4|. Starting materials: N(C1=CC=CC=C1)C1=NC(=CC(=N1)C)C#CC (2-Anilino-4-methyl-6-(1-propynyl)pyrimidine), S(O)(O)(=O)=O (sulfuric acid). Isolated yield 75.0%. The reactants are Cc1cccc(Cl)c1OC1CN(C(=O)Cl)C1, [NH4+], C1CCOC1, [OH-], O. Product: Cc1cccc(Cl)c1OC1CN(C(N)=O)C1. Reaction SMILES: [Cl:1][c:2]1[c:3]([O:4][CH:5]2[CH2:6][N:7]([C:9](=[O:10])[Cl:11])[CH2:8]2)[c:12]([CH3:16])[cH:13][cH:14][cH:15]1.[NH4+:17].[O:19]1[CH2:20][CH2:21][CH2:22][CH2:23]1.[OH-:18].[OH2:24]>>[Cl:1][c:2]1[c:3]([O:4][CH:5]2[CH2:6][N:7]([C:9](=[O:10])[NH2:17])[CH2:8]2)[c:12]([CH3:16])[cH:13][cH:14][cH:15]1. Reactants: [OH-].[Na+] (sodium hydroxide), C(#N)C(C(=O)N)C1OC(C(=C1Cl)Cl)=O (2-Cyano-2-(3,4-dichloro-5-oxo-2,5-dihydrofuran-2-yl)acetamide), Cl.NCC1=C(C=CC(=C1)Cl)NC(=O)NC (1-[2-(aminomethyl)-4-chlorophenyl]-3-methylurea hydrochloride), C(C)(C)N(CC)C(C)C (diisopropylethylamine). Run in C(C)O (ethanol). The product is Cl.ClC=1C=C(C(N(C1)CC1=C(C=CC(=C1)Cl)NC(NC)=O)=N)C(=O)N (5-chloro-1-{5-chloro-2-[(methylcarbamoyl)amino]benzyl}-2-imino-1,2-dihydropyridine-3-carboxamide hydrochloride). The yield is 26.3%. RXN SMILES: [C:1]([CH:3]([CH:7]1[C:11]([Cl:12])=[C:10](Cl)C(=O)O1)[C:4]([NH2:6])=[O:5])#[N:2].Cl.[NH2:16][CH2:17][C:18]1[CH:23]=[C:22]([Cl:24])[CH:21]=[CH:20][C:19]=1[NH:25][C:26]([NH:28][CH3:29])=[O:27].C(N(C(C)C)CC)(C)C.[OH-].[Na+]>C(O)C>[ClH:12].[Cl:12][C:11]1[CH:7]=[C:3]([C:4]([NH2:6])=[O:5])[C:1](=[NH:2])[N:16]([CH2:17][C:18]2[CH:23]=[C:22]([Cl:24])[CH:21]=[CH:20][C:19]=2[NH:25][C:26](=[O:27])[NH:28][CH3:29])[CH:10]=1 |f:1.2,4.5,7.8|. Procedure: (Step 3) 2-Cyano-2-(3,4-dichloro-5-oxo-2,5-dihydrofuran-2-yl)acetamide (2.3 g), 1-[2-(aminomethyl)-4-chlorophenyl]-3-methylurea hydrochloride obtained in Step 2 (2.45 g) and diisopropylethylamine (5 ml) were stirred in ethanol (15 ml) overnight at 70° C. The reaction mixture was poured into 1N aqueous sodium hydroxide solution, and extracted with ethyl acetate. The organic layer was washed with saturated brine, dried over magnesium sulfate, and filtered. The solvent was evaporated under reduced ... Reactants: C1COCCN1, Cc1cc2[nH]c(C)nc(Cl)c-2n1, [K+], [K+], O=C([O-])[O-], O. Yields the product Cc1cc2[nH]c(C)nc(N3CCOCC3)c-2n1. RXN SMILES: [CH2:13]1[CH2:14][O:15][CH2:16][CH2:17][NH:18]1.[Cl:1][c:2]1[c:3]2[n:11][c:10]([CH3:12])[cH:9][c:4]-2[nH:5][c:6]([CH3:8])[n:7]1.[K+:19].[K+:20].[O-:21][C:22]([O-:23])=[O:24].[OH2:25]>>[c:2]1([N:18]2[CH2:13][CH2:14][O:15][CH2:16][CH2:17]2)[c:3]2[n:11][c:10]([CH3:12])[cH:9][c:4]-2[nH:5][c:6]([CH3:8])[n:7]1. Reaction SMILES: [C:18](=[O:19])([O-:20])[O-:21].[CH2:14]([C:15]#[CH:16])[Br:17].[CH3:24][C:25]#[N:26].[Cs+:22].[Cs+:23].[F:1][c:2]1[cH:3][c:4]([C:5](=[O:6])[O:7][CH3:8])[cH:9][c:10]([F:13])[c:11]1[OH:12]>>[F:1][c:2]1[cH:3][c:4]([C:5](=[O:6])[O:7][CH3:8])[cH:9][c:10]([F:13])[c:11]1[O:12][CH2:16][C:15]#[CH:14]. Product: C#CCOc1c(F)cc(C(=O)OC)cc1F. Starting materials: O=C([O-])[O-], C#CCBr, CC#N, [Cs+], [Cs+], COC(=O)c1cc(F)c(O)c(F)c1. Starting materials: O=C1CCC(=O)N1Br, ClC(Cl)(Cl)Cl, Cc1ccnc(F)c1. Yields the product Fc1cc(CBr)ccn1. As a reaction SMILES: [Br:9][N:10]1[C:11](=[O:12])[CH2:13][CH2:14][C:15]1=[O:16].[C:17]([Cl:18])([Cl:19])([Cl:20])[Cl:21].[F:1][c:2]1[n:3][cH:4][cH:5][c:6]([CH3:8])[cH:7]1>>[F:1][c:2]1[n:3][cH:4][cH:5][c:6]([CH2:8][Br:9])[cH:7]1. Starting materials: CCOC(=O)N(Cc1ccc(C(F)(F)F)nc1)c1cc(Br)nc(N)c1[N+](=O)[O-], Cc1cocn1, [Cl-], [Cl-], [Pd+2], c1ccc(P(c2ccccc2)c2ccccc2)cc1, c1ccc(P(c2ccccc2)c2ccccc2)cc1. Product: CCOC(=O)N(Cc1ccc(C(F)(F)F)nc1)c1cc(-c2nc(C)co2)nc(N)c1[N+](=O)[O-]. As a reaction SMILES: [CH2:7]([CH3:8])[O:9][C:10]([N:11]([CH2:12][c:13]1[cH:14][n:15][c:16]([C:19]([F:20])([F:21])[F:22])[cH:17][cH:18]1)[c:23]1[c:24]([N+:31](=[O:32])[O-:33])[c:25]([NH2:30])[n:26][c:27]([Br:29])[cH:28]1)=[O:34].[CH3:1][c:2]1[n:3][cH:4][o:5][cH:6]1.[Cl-:35].[Cl-:36].[Pd+2:75].[c:37]1([P:38]([c:39]2[cH:40][cH:41][cH:42][cH:43][cH:44]2)[c:45]2[cH:46][cH:47][cH:48][cH:49][cH:50]2)[cH:51][cH:52][cH:53][cH:54][cH:55]1.[c:56]1([P:57]([c:58]2[cH:59][cH:60][cH:61][cH:62][cH:63]2)[c:64]2[cH:65][cH:66][cH:67][cH:68][cH:69]2)[cH:70][cH:71][cH:72][cH:73][cH:74]1>>[CH3:1][c:2]1[n:3][c:4](-[c:27]2[n:26][c:25]([NH2:30])[c:24]([N+:31](=[O:32])[O-:33])[c:23]([N:11]([C:10]([O:9][CH2:7][CH3:8])=[O:34])[CH2:12][c:13]3[cH:14][n:15][c:16]([C:19]([F:20])([F:21])[F:22])[cH:17][cH:18]3)[cH:28]2)[o:5][cH:6]1. The reactants are Cc1ccc(-n2nc(C(C)(C)C)cc2NC(=O)NCc2cc(F)ccc2Oc2ccc3c(cnn3CCO)c2)cc1, CC(C)N(C(C)C)P(OC(C)(C)C)OC(C)(C)C, ClCCl, Cl, [Na+], [Na+], O=S([O-])([O-])=S, CN(C)C=O, OO, c1c[nH]cn1, c1c[nH]cn1. The product is Cc1ccc(-n2nc(C(C)(C)C)cc2NC(=O)NCc2cc(F)ccc2Oc2ccc3c(cnn3CCOP(=O)(OC(C)(C)C)OC(C)(C)C)c2)cc1. As a reaction SMILES: [C:1]([CH3:2])([CH3:3])([CH3:4])[c:5]1[n:6][n:7](-[c:35]2[cH:36][cH:37][c:38]([CH3:41])[cH:39][cH:40]2)[c:8]([NH:10][C:11](=[O:12])[NH:13][CH2:14][c:15]2[c:16]([O:22][c:23]3[cH:24][c:25]4[cH:26][n:27][n:28]([CH2:32][CH2:33][OH:34])[c:29]4[cH:30][cH:31]3)[cH:17][cH:18][c:19]([F:21])[cH:20]2)[cH:9]1.[CH:53]([N:54]([CH:55]([CH3:56])[CH3:68])[P:57]([O:58][C:59]([CH3:60])([CH3:61])[CH3:62])[O:63][C:64]([CH3:65])([CH3:66])[CH3:67])([CH3:69])[CH3:70].[Cl:85][CH2:86][Cl:87].[ClH:47].[Na+:73].[Na+:74].[O-:75][S:76]([O-:77])(=[S:78])=[O:79].[O:80]=[CH:81][N:82]([CH3:83])[CH3:84].[OH:71][OH:72].[nH:42]1[cH:43][cH:44][n:45][cH:46]1.[nH:48]1[cH:49][cH:50][n:51][cH:52]1>>[C:1]([CH3:2])([CH3:3])([CH3:4])[c:5]1[n:6][n:7](-[c:35]2[cH:36][cH:37][c:38]([CH3:41])[cH:39][cH:40]2)[c:8]([NH:10][C:11](=[O:12])[NH:13][CH2:14][c:15]2[c:16]([O:22][c:23]3[cH:24][c:25]4[cH:26][n:27][n:28]([CH2:32][CH2:33][O:34][P:57]([O:58][C:59]([CH3:60])([CH3:61])[CH3:62])([O:63][C:64]([CH3:65])([CH3:66])[CH3:67])=[O:75])[c:29]4[cH:30][cH:31]3)[cH:17][cH:18][c:19]([F:21])[cH:20]2)[cH:9]1. The reactants are CCCCCC(O)CCn1c(=O)sc(=O)n1CCCCC=CC(=O)OC(C)(C)C, O=C(O)C(F)(F)F. Yields the product CCCCCC(O)CCn1c(=O)sc(=O)n1CCCCC=CC(=O)O. RXN SMILES: [C:1]([CH3:2])([CH3:3])([CH3:4])[O:5][C:6]([CH:7]=[CH:8][CH2:9][CH2:10][CH2:11][CH2:12][n:13]1[c:14](=[O:28])[s:15][c:16](=[O:27])[n:17]1[CH2:18][CH2:19][CH:20]([CH2:21][CH2:22][CH2:23][CH2:24][CH3:25])[OH:26])=[O:29].[OH:30][C:31]([C:32]([F:33])([F:34])[F:35])=[O:36]>>[O:5]=[C:6]([CH:7]=[CH:8][CH2:9][CH2:10][CH2:11][CH2:12][n:13]1[c:14](=[O:28])[s:15][c:16](=[O:27])[n:17]1[CH2:18][CH2:19][CH:20]([CH2:21][CH2:22][CH2:23][CH2:24][CH3:25])[OH:26])[OH:29].